This data is from the Open Reaction Database (ORD), a public repository of structured organic reaction records. The task is: describe an organic reaction: reactants, conditions, products, and yield Yields the product N#Cc1cc(CO)c2oc(-c3ccc(NC(=O)CN4CCN(c5ccc(C(F)(F)F)cc5)CC4)cc3)nc2c1. RXN SMILES: [BH4-:40].[C:1](#[N:2])[c:3]1[cH:4][c:5]([CH:38]=[O:39])[c:6]2[c:7]([n:8][c:9](-[c:11]3[cH:12][cH:13][c:14]([NH:17][C:18]([CH2:19][N:20]4[CH2:21][CH2:22][N:23]([c:26]5[cH:27][cH:28][c:29]([C:32]([F:33])([F:34])[F:35])[cH:30][cH:31]5)[CH2:24][CH2:25]4)=[O:36])[cH:15][cH:16]3)[o:10]2)[cH:37]1.[Na+:41]>>[C:1](#[N:2])[c:3]1[cH:4][c:5]([CH2:38][OH:39])[c:6]2[c:7]([n:8][c:9](-[c:11]3[cH:12][cH:13][c:14]([NH:17][C:18]([CH2:19][N:20]4[CH2:21][CH2:22][N:23]([c:26]5[cH:27][cH:28][c:29]([C:32]([F:33])([F:34])[F:35])[cH:30][cH:31]5)[CH2:24][CH2:25]4)=[O:36])[cH:15][cH:16]3)[o:10]2)[cH:37]1. Reactants: [BH4-], N#Cc1cc(C=O)c2oc(-c3ccc(NC(=O)CN4CCN(c5ccc(C(F)(F)F)cc5)CC4)cc3)nc2c1, [Na+]. Reactants: C(C)(C)[C@H]1[C@@H](C[C@@H](CC1)C)C(CCCC1=NC=CC=C1)O (1-((1R,2S,5R)-2-isopropyl-5-methylcyclohexyl)-4-(pyridin-2-yl)butan-1-ol), [Cr](=O)(=O)([O-])O[Cr](=O)(=O)[O-].[NH+]1=CC=CC=C1.[NH+]1=CC=CC=C1 (pyridinium dichromate). The solvent is C(Cl)Cl (methylene chloride). Run at time 8 hour. The product is C(C)(C)[C@H]1[C@@H](C[C@@H](CC1)C)C(CCCC1=NC=CC=C1)=O (1-((1R,2S,5R)-2-isopropyl-5-methylcyclohexyl)-4-(pyridin-2-yl)butan-1-one). The yield is 45.6%. RXN SMILES: [CH:1]([C@@H:4]1[CH2:9][CH2:8][C@@H:7]([CH3:10])[CH2:6][C@H:5]1[CH:11]([OH:21])[CH2:12][CH2:13][CH2:14][C:15]1[CH:20]=[CH:19][CH:18]=[CH:17][N:16]=1)([CH3:3])[CH3:2].[Cr](O[Cr]([O-])(=O)=O)([O-])(=O)=O.[NH+]1C=CC=CC=1.[NH+]1C=CC=CC=1>C(Cl)Cl>[CH:1]([C@@H:4]1[CH2:9][CH2:8][C@@H:7]([CH3:10])[CH2:6][C@H:5]1[C:11](=[O:21])[CH2:12][CH2:13][CH2:14][C:15]1[CH:20]=[CH:19][CH:18]=[CH:17][N:16]=1)([CH3:2])[CH3:3] |f:1.2.3|. Reported procedure: To a solution of 1-((1R,2S,5R)-2-isopropyl-5-methylcyclohexyl)-4-(pyridin-2-yl)butan-1-ol (177 mg, 0.61 mmol) in methylene chloride (2.0 mL) were added activated 3 Å molecular sieves (0.75 g) and pyridinium dichromate (0.27 g, 3.5 mmol). The reaction was stirred overnight at room temperature then filtered through a pad of silica, which was washed with MTBE. After the organic solution was concentrated, the residue was purified by silica chromatography to give the title ketone (80 mg). Reactants: ClC=1C(=CC(=NC1)F)C1=NC(=CC=C1F)F (5′-chloro-2′,3,6-trifluoro-2,4′-bipyridine), N[C@@H]1CC[C@H](CC1)N (trans-1,4-diaminocyclohexane). The solvent is C(C)(=O)OCC (ethyl acetate), CS(=O)C (DMSO). Reaction conditions: temperature 90 celsius, time 2 hour. The product is ClC=1C(=CC(=NC1)N[C@@H]1CC[C@H](CC1)N)C1=NC(=CC=C1F)F (trans-N1-(5′-chloro-3,6-difluoro-2,4′-bipyridin-2′-yl)cyclohexane-1,4-diamine). The yield is 104.2%. RXN SMILES: [Cl:1][C:2]1[C:3]([C:9]2[C:14]([F:15])=[CH:13][CH:12]=[C:11]([F:16])[N:10]=2)=[CH:4][C:5](F)=[N:6][CH:7]=1.[NH2:17][C@H:18]1[CH2:23][CH2:22][C@H:21]([NH2:24])[CH2:20][CH2:19]1>CS(C)=O.C(OCC)(=O)C>[Cl:1][C:2]1[C:3]([C:9]2[C:14]([F:15])=[CH:13][CH:12]=[C:11]([F:16])[N:10]=2)=[CH:4][C:5]([NH:17][C@H:18]2[CH2:23][CH2:22][C@H:21]([NH2:24])[CH2:20][CH2:19]2)=[N:6][CH:7]=1. Procedure: To a solution of 5′-chloro-2′,3,6-trifluoro-2,4′-bipyridine (95 mg, 0.388 mmol) in DMSO (2.5 mL) was added trans-1,4-diaminocyclohexane (177 mg, 1.55 mmol). The mixture was stirred at 90° C. for 2 hr. The cooled reaction mixture was diluted with ethyl acetate and washed with water. The organic layer was dried (Na2SO4), filtered, and concentrated to give 137 mg of crude trans-N1-(5′-chloro-3,6-difluoro-2,4′-bipyridin-2′-yl)cyclohexane-1,4-diamine which was used without further purification. LCMS ... Starting materials: Cl(=O)(=O)(=O)O (Perchloric acid), FC=1C=C(C=C(C1)F)C1=CC=C(C=C1)CC[C@@H]1[C@@H]([C@H]2[C@H](OC(O2)(C)C)O1)CCN1C(C2=CC=CC=C2C1=O)=O (2-(2-{(3aS,5R,6S,6aS)-5-[2-(3′,5′-difluorobiphenyl-4-yl)ethyl]-2,2-dimethyltetrahydrofuro[2,3-d][1,3]dioxol-6-yl}ethyl)-1H-isoindole-1,3(2H)-dione). Solvent: C(C)#N (acetonitrile), C(C)(=O)OCC (ethyl acetate), O (water), O (water). Run at temperature 55 celsius. Product: FC=1C=C(C=C(C1)F)C1=CC=C(C=C1)CC[C@H]1O[C@H]([C@H]([C@H]1CCN1C(C2=CC=CC=C2C1=O)=O)O)O (2-(2-{(2R,3R,4S,5R)-2-[2-(3′,5′-difluorobiphenyl-4-yl)ethyl]-4,5-dihydroxytetrahydrofuran-3-yl}ethyl)-1H-isoindole-1,3(2H)-dione). RXN SMILES: Cl(O)(=O)(=O)=O.[F:6][C:7]1[CH:8]=[C:9]([C:14]2[CH:19]=[CH:18][C:17]([CH2:20][CH2:21][C@H:22]3[O:31][C@H:25]4[O:26]C(C)(C)[O:28][C@H:24]4[C@H:23]3[CH2:32][CH2:33][N:34]3[C:42](=[O:43])[C:41]4[C:36](=[CH:37][CH:38]=[CH:39][CH:40]=4)[C:35]3=[O:44])=[CH:16][CH:15]=2)[CH:10]=[C:11]([F:13])[CH:12]=1>C(#N)C.C(OCC)(=O)C.O>[F:6][C:7]1[CH:8]=[C:9]([C:14]2[CH:19]=[CH:18][C:17]([CH2:20][CH2:21][C@@H:22]3[C@H:23]([CH2:32][CH2:33][N:34]4[C:35](=[O:44])[C:36]5[C:41](=[CH:40][CH:39]=[CH:38][CH:37]=5)[C:42]4=[O:43])[C@H:24]([OH:28])[C@H:25]([OH:26])[O:31]3)=[CH:16][CH:15]=2)[CH:10]=[C:11]([F:13])[CH:12]=1. Procedure details: Perchloric acid (0.3 mL) was added to a solution of the compound obtained from step b above (0.2 g) in acetonitrile (6 mL) and water (2 mL) at room temperature. The reaction mixture was heated to 55° C. for 30 minutes. The reaction mixture was then quenched using sodium bicarbonate solution. The solvents were evaporated under reduced pressure. The residue thus obtained was taken up in ethyl acetate and water. The organic layer was separated and washed with water and brine solution, and dried ove... Product: C(C=C)N(C=1C=C(C(=O)OC)C=CC1C)C(C1=C(C=CC(=C1)OC)Br)=O (methyl 3-[allyl(2-bromo-5-methoxybenzoyl)amino]-4-methylbenzoate). The reactants are [H-].[Na+] (NaH), BrC1=C(C(=O)NC=2C=C(C(=O)OC)C=CC2C)C=C(C=C1)OC (methyl 3-[(2-bromo-5-methoxybenzoyl)amino]-4-methylbenzoate), C(C=C)Br (allyl bromide). Solvent: C1CCOC1 (THF). Procedure details: To a slurry of NaH (680 mg [60% dispersion in oil]) in THF (250 ml) at 0° C. was added methyl 3-[(2-bromo-5-methoxybenzoyl)amino]-4-methylbenzoate (5.36 g) portionwise. The reaction was stirred for 30 minutes at room temperature when allyl bromide (1.6 ml) was added dropwise and the solution was stirred for a further 20 hours at room temperature. The reaction mixture was quenched with water and then concentrated. The residue was dissolved in ethyl acetate and washed with water (×2), brine, dried... As a reaction SMILES: [H-].[Na+].[Br:3][C:4]1[CH:23]=[CH:22][C:21]([O:24][CH3:25])=[CH:20][C:5]=1[C:6]([NH:8][C:9]1[CH:10]=[C:11]([CH:16]=[CH:17][C:18]=1[CH3:19])[C:12]([O:14][CH3:15])=[O:13])=[O:7].[CH2:26](Br)[CH:27]=[CH2:28]>C1COCC1>[CH2:28]([N:8]([C:6](=[O:7])[C:5]1[CH:20]=[C:21]([O:24][CH3:25])[CH:22]=[CH:23][C:4]=1[Br:3])[C:9]1[CH:10]=[C:11]([CH:16]=[CH:17][C:18]=1[CH3:19])[C:12]([O:14][CH3:15])=[O:13])[CH:27]=[CH2:26] |f:0.1|. Conditions: time 20 hour. Reactants: O=C([O-])[O-], C=CCN1CC(=O)NC1=O, O=C(OO)c1cccc(Cl)c1, ClCCl, [Na+], [Na+], O=S([O-])O. The product is O=C1CN(CC2CO2)C(=O)N1. RXN SMILES: [C:26](=[O:27])([O-:28])[O-:29].[CH2:1]([CH:2]=[CH2:3])[N:4]1[C:5](=[O:10])[NH:6][C:7](=[O:9])[CH2:8]1.[Cl:11][c:12]1[cH:13][c:14]([C:15]([O:16][OH:17])=[O:19])[cH:18][cH:20][cH:21]1.[Cl:32][CH2:33][Cl:34].[Na+:30].[Na+:31].[S:22](=[O:23])([OH:24])[O-:25]>>[CH2:1]([CH:2]1[CH2:3][O:19]1)[N:4]1[C:5](=[O:10])[NH:6][C:7](=[O:9])[CH2:8]1. Starting materials: C(C1=CC=CC=C1)N1CCC(CC1)(C(=O)OC(C)(C)C)C (tert-butyl 1-benzyl-4-methylpiperidine-4-carboxylate), solution, [OH-].[Na+] (sodium hydroxide), [AlH4-].[Li+] (lithium tetrahydroaluminate). Solvent: C(C)OCC (diethyl ether). Run at time 1 hour. The product is C(C1=CC=CC=C1)N1CCC(CC1)(C)CO ((1-benzyl-4-methylpiperidin-4-yl)methanol). RXN SMILES: [CH2:1]([N:8]1[CH2:13][CH2:12][C:11]([CH3:21])([C:14](OC(C)(C)C)=[O:15])[CH2:10][CH2:9]1)[C:2]1[CH:7]=[CH:6][CH:5]=[CH:4][CH:3]=1.[AlH4-].[Li+].[OH-].[Na+]>C(OCC)C>[CH2:1]([N:8]1[CH2:13][CH2:12][C:11]([CH2:14][OH:15])([CH3:21])[CH2:10][CH2:9]1)[C:2]1[CH:7]=[CH:6][CH:5]=[CH:4][CH:3]=1 |f:1.2,3.4|. Procedure: A solution of tert-butyl 1-benzyl-4-methylpiperidine-4-carboxylate (4.7 g, 18 mmol) in diethyl ether (47 mL) was cooled at 0° C. and to this was added lithium tetrahydroaluminate (990 mg, 25 mmol) portion-wise. The reaction mixture was warmed to ambient temperature and stirred vigorously for 1 hour. The mixture was then cooled to 0° C. and a 1N solution of sodium hydroxide (6 mL) was added dropwise to the reaction mixture producing a white precipitate. The mixture was filtered and the solids wer...